From a dataset of the Open Reaction Database (ORD), a public repository of structured organic reaction records. describe an organic reaction: reactants, conditions, products, and yield Reactants: F[B-](F)(F)F, CCc1cc(-c2noc(-c3cc(CC(C)C)c(C)s3)n2)cc(C)c1CCC(=O)O, CCN(C(C)C)C(C)C, ClCCl, NCCO, CN(C)C(On1nnc2ccccc21)=[N+](C)C. Yields the product CCc1cc(-c2noc(-c3cc(CC(C)C)c(C)s3)n2)cc(C)c1CCC(=O)NCCO. Reaction SMILES: [B-:39]([F:40])([F:41])([F:42])[F:43].[CH2:1]([CH3:2])[c:3]1[c:4]([CH2:25][CH2:26][C:27](=[O:28])[OH:29])[c:5]([CH3:24])[cH:6][c:7](-[c:9]2[n:10][o:11][c:12](-[c:14]3[s:15][c:16]([CH3:23])[c:17]([CH2:19][CH:20]([CH3:21])[CH3:22])[cH:18]3)[n:13]2)[cH:8]1.[CH:30]([N:31]([CH2:32][CH3:33])[CH:34]([CH3:35])[CH3:36])([CH3:37])[CH3:38].[Cl:65][CH2:66][Cl:67].[NH2:61][CH2:62][CH2:63][OH:64].[n:44]1([O:45][C:46]([N:47]([CH3:48])[CH3:49])=[N+:50]([CH3:51])[CH3:52])[c:53]2[cH:54][cH:55][cH:56][cH:57][c:58]2[n:59][n:60]1>>[CH2:1]([CH3:2])[c:3]1[c:4]([CH2:25][CH2:26][C:27](=[O:28])[NH:61][CH2:62][CH2:63][OH:64])[c:5]([CH3:24])[cH:6][c:7](-[c:9]2[n:10][o:11][c:12](-[c:14]3[s:15][c:16]([CH3:23])[c:17]([CH2:19][CH:20]([CH3:21])[CH3:22])[cH:18]3)[n:13]2)[cH:8]1.